Dataset: the Open Reaction Database (ORD), a public repository of structured organic reaction records. Task: describe an organic reaction: reactants, conditions, products, and yield Product: CC(=O)N1CCC(C(=O)N2CCC(N(C)C(=O)c3ccc(-c4ccccc4)cc3)C(c3ccc(Cl)c(Cl)c3)C2)CC1. RXN SMILES: [C:1]([CH3:2])(=[O:3])[N:4]1[CH2:5][CH2:6][CH:7]([C:10](=[O:11])[N:12]2[CH2:13][CH:14]([c:29]3[cH:30][c:31]([Cl:36])[c:32]([Cl:35])[cH:33][cH:34]3)[CH:15]([N:18]([C:19]([c:20]3[cH:21][cH:22][c:23]([Br:26])[cH:24][cH:25]3)=[O:27])[CH3:28])[CH2:16][CH2:17]2)[CH2:8][CH2:9]1.[C:46](=[O:47])([O-:48])[O-:49].[CH3:52][c:53]1[cH:54][cH:55][cH:56][cH:57][cH:58]1.[K+:50].[K+:51].[OH2:59].[OH:37][B:38]([OH:39])[c:40]1[cH:41][cH:42][cH:43][cH:44][cH:45]1.[cH:60]1[cH:61][cH:62][c:63]([P:64]([Pd:65]([P:66]([c:67]2[cH:68][cH:69][cH:70][cH:71][cH:72]2)([c:73]2[cH:74][cH:75][cH:76][cH:77][cH:78]2)[c:79]2[cH:80][cH:81][cH:82][cH:83][cH:84]2)([P:85]([c:86]2[cH:87][cH:88][cH:89][cH:90][cH:91]2)([c:92]2[cH:93][cH:94][cH:95][cH:96][cH:97]2)[c:98]2[cH:99][cH:100][cH:101][cH:102][cH:103]2)[P:104]([c:105]2[cH:106][cH:107][cH:108][cH:109][cH:110]2)([c:111]2[cH:112][cH:113][cH:114][cH:115][cH:116]2)[c:117]2[cH:118][cH:119][cH:120][cH:121][cH:122]2)([c:123]2[cH:124][cH:125][cH:126][cH:127][cH:128]2)[c:129]2[cH:130][cH:131][cH:132][cH:133][cH:134]2)[cH:135][cH:136]1>>[C:1]([CH3:2])(=[O:3])[N:4]1[CH2:5][CH2:6][CH:7]([C:10](=[O:11])[N:12]2[CH2:13][CH:14]([c:29]3[cH:30][c:31]([Cl:36])[c:32]([Cl:35])[cH:33][cH:34]3)[CH:15]([N:18]([C:19]([c:20]3[cH:21][cH:22][c:23](-[c:40]4[cH:41][cH:42][cH:43][cH:44][cH:45]4)[cH:24][cH:25]3)=[O:27])[CH3:28])[CH2:16][CH2:17]2)[CH2:8][CH2:9]1. Starting materials: CC(=O)N1CCC(C(=O)N2CCC(N(C)C(=O)c3ccc(Br)cc3)C(c3ccc(Cl)c(Cl)c3)C2)CC1, O=C([O-])[O-], Cc1ccccc1, [K+], [K+], O, OB(O)c1ccccc1, c1ccc(P(c2ccccc2)(c2ccccc2)[Pd](P(c2ccccc2)(c2ccccc2)c2ccccc2)(P(c2ccccc2)(c2ccccc2)c2ccccc2)P(c2ccccc2)(c2ccccc2)c2ccccc2)cc1. Procedure: A dried flask equipped with a reflux condenser and a nitrogen line was charged with 1-methyl-4-(4,4,5,5-tetramethyl-1,3,2-dioxaborolan-2-yl)-1H-pyrazole (14.4 mg, 0.069 mmol), 7-bromo-N-(3-methyl-1-((6-methylpyridin-2-yl)methyl)-1H-indazol-4-yl)imidazo[1,2-a]pyridine-3-carboxamide (Example 50, Steps A-B; 30 mg, 0.063 mmol), Pd(PPh3)4 (3.7 mg, 0.003 mmol), and potassium carbonate (44 mg, 0.32 mmol). To the flask was added a water:DMF:CH3CN (1:1:4.5; 0.16:0.16:1.0 mL) mixture, and the reaction mix... The reagents and catalysts are C=1C=CC(=CC1)[P](C=2C=CC=CC2)(C=3C=CC=CC3)[Pd]([P](C=4C=CC=CC4)(C=5C=CC=CC5)C=6C=CC=CC6)([P](C=7C=CC=CC7)(C=8C=CC=CC8)C=9C=CC=CC9)[P](C=1C=CC=CC1)(C=1C=CC=CC1)C=1C=CC=CC1 (Pd(PPh3)4). RXN SMILES: [CH3:1][N:2]1[CH:6]=[C:5](B2OC(C)(C)C(C)(C)O2)[CH:4]=[N:3]1.Br[C:17]1[CH:22]=[CH:21][N:20]2[C:23]([C:26]([NH:28][C:29]3[CH:37]=[CH:36][CH:35]=[C:34]4[C:30]=3[C:31]([CH3:46])=[N:32][N:33]4[CH2:38][C:39]3[CH:44]=[CH:43][CH:42]=[C:41]([CH3:45])[N:40]=3)=[O:27])=[CH:24][N:25]=[C:19]2[CH:18]=1.C(=O)([O-])[O-].[K+].[K+].O.CN(C=O)C.CC#N>CO.C(Cl)Cl.C1C=CC([P]([Pd]([P](C2C=CC=CC=2)(C2C=CC=CC=2)C2C=CC=CC=2)([P](C2C=CC=CC=2)(C2C=CC=CC=2)C2C=CC=CC=2)[P](C2C=CC=CC=2)(C2C=CC=CC=2)C2C=CC=CC=2)(C2C=CC=CC=2)C2C=CC=CC=2)=CC=1>[CH3:46][C:31]1[C:30]2[C:34](=[CH:35][CH:36]=[CH:37][C:29]=2[NH:28][C:26]([C:23]2[N:20]3[CH:21]=[CH:22][C:17]([C:5]4[CH:4]=[N:3][N:2]([CH3:1])[CH:6]=4)=[CH:18][C:19]3=[N:25][CH:24]=2)=[O:27])[N:33]([CH2:38][C:39]2[CH:44]=[CH:43][CH:42]=[C:41]([CH3:45])[N:40]=2)[N:32]=1 |f:2.3.4,5.6.7,8.9,^1:70,72,91,110|. Run at temperature 80 celsius. The solvent is CO.C(Cl)Cl (MeOH DCM). Reactants: O.CN(C)C=O.CC#N (water DMF CH3CN), crude product, CN1N=CC(=C1)B1OC(C(O1)(C)C)(C)C (1-methyl-4-(4,4,5,5-tetramethyl-1,3,2-dioxaborolan-2-yl)-1H-pyrazole), BrC1=CC=2N(C=C1)C(=CN2)C(=O)NC2=C1C(=NN(C1=CC=C2)CC2=NC(=CC=C2)C)C (7-bromo-N-(3-methyl-1-((6-methylpyridin-2-yl)methyl)-1H-indazol-4-yl)imidazo[1,2-a]pyridine-3-carboxamide), C([O-])([O-])=O.[K+].[K+] (potassium carbonate). The product is CC1=NN(C2=CC=CC(=C12)NC(=O)C1=CN=C2N1C=CC(=C2)C=2C=NN(C2)C)CC2=NC(=CC=C2)C (N-(3-methyl-1-((6-methylpyridin-2-yl)methyl)-1H-indazol-4-yl)-7-(1-methyl-1H-pyrazol-4-yl)imidazo[1,2-a]pyridine-3-carboxamide). The yield is 42.3%.